Dataset: the Open Reaction Database (ORD), a public repository of structured organic reaction records. Task: describe an organic reaction: reactants, conditions, products, and yield Starting materials: [H-].[Na+] (sodium hydride), C(C)I (Ethyl iodide), OC=1C=C2C=3CC(COC3C=NC2=CC1)[C@@H]1CC[C@H](CC1)NC(=O)C=1C=CC2=C(NC(CS2)=O)C1 (3-oxo-3,4-dihydro-2H-benzo[1,4]thiazine-6-carboxylic acid [trans-4-(6-hydroxy-3,4-dihydro-2H-1-oxa-9-aza-phenanthren-3-yl)-cyclohexyl]-amide), [H-].[Na+] (sodium hydride). Run in CN(C=O)C (N,N-dimethylformamide). Conditions: time 2 hour. Yields the product C(C)OC=1C=C2C=3CC(COC3C=NC2=CC1)[C@@H]1CC[C@H](CC1)NC(=O)C=1C=CC2=C(NC(CS2)=O)C1 (3-oxo-3,4-dihydro-2H-benzo[1,4]thiazine-6-carboxylic acid [trans-4-(6-ethoxy-3,4-dihydro-2H-1-oxa-9-aza-phenanthren-3-yl)-cyclohexyl]-amide). Reaction SMILES: [CH2:1](I)[CH3:2].[OH:4][C:5]1[CH:6]=[C:7]2[C:16](=[CH:17][CH:18]=1)[N:15]=[CH:14][C:13]1[O:12][CH2:11][CH:10]([C@H:19]3[CH2:24][CH2:23][C@H:22]([NH:25][C:26]([C:28]4[CH:29]=[CH:30][C:31]5[S:36][CH2:35][C:34](=[O:37])[NH:33][C:32]=5[CH:38]=4)=[O:27])[CH2:21][CH2:20]3)[CH2:9][C:8]2=1.[H-].[Na+]>CN(C)C=O>[CH2:1]([O:4][C:5]1[CH:6]=[C:7]2[C:16](=[CH:17][CH:18]=1)[N:15]=[CH:14][C:13]1[O:12][CH2:11][CH:10]([C@H:19]3[CH2:24][CH2:23][C@H:22]([NH:25][C:26]([C:28]4[CH:29]=[CH:30][C:31]5[S:36][CH2:35][C:34](=[O:37])[NH:33][C:32]=5[CH:38]=4)=[O:27])[CH2:21][CH2:20]3)[CH2:9][C:8]2=1)[CH3:2] |f:2.3|. Procedure: Ethyl iodide (6 μL, 0.07 mmol, 1.0 eq) is added at room temperature to a stirred solution of 3-oxo-3,4-dihydro-2H-benzo[1,4]thiazine-6-carboxylic acid [trans-4-(6-hydroxy-3,4-dihydro-2H-1-oxa-9-aza-phenanthren-3-yl)-cyclohexyl]-amide (40 mg, 0.07 mmol, 1.0 eq) in N,N-dimethylformamide (4 mL), followed by sodium hydride (55% purity, 3.2 mg, 0.07 mmol, 1.0 eq). After 2 hours stirring at room temperature, 1.0 additional equivalent of ethyl idodide and sodium hydride are added to the reaction mixtur...